Dataset: the Open Reaction Database (ORD), a public repository of structured organic reaction records. Task: describe an organic reaction: reactants, conditions, products, and yield The reactants are 4-halo-pyridine, C(C)(C)(C)OC(N)=O (carbamic acid tert-butyl ester), C(C)(C)(C)OC(=O)NCC=1C=CC(=C(C1)B(O)O)F (5-((tert-butoxycarbonyl)aminomethyl)-2-fluorobenzeneboronic acid), BrC1=CC=NC=C1 (4-bromo-pyridine), B(O)O (boronic acid), C(C)(C)(C)OC(NCC1=CC=C(C=C1)F)=O ((4-fluoro-benzyl)-carbamic acid tert-butyl ester), ClC1=CC=NC=C1 (4-chloro-pyridine). Yields the product C(C)(C)(C)OC(NCC1=CC(=C(C=C1)F)C1=CC=NC=C1)=O ((4-fluoro-3-pyridin-4-yl-benzyl)-carbamic acid tert-butyl ester). RXN SMILES: C(OC(=O)N)(C)(C)C.B(O)O.[C:12]([O:16][C:17](=[O:27])[NH:18][CH2:19][C:20]1[CH:25]=[CH:24][C:23]([F:26])=[CH:22][CH:21]=1)([CH3:15])([CH3:14])[CH3:13].C(OC([NH:35][CH2:36][C:37]1[CH:38]=[CH:39][C:40](F)=C(B(O)O)C=1)=O)(C)(C)C.ClC1C=CN=CC=1.BrC1C=CN=CC=1>>[C:12]([O:16][C:17](=[O:27])[NH:18][CH2:19][C:20]1[CH:21]=[CH:22][C:23]([F:26])=[C:24]([C:38]2[CH:37]=[CH:36][N:35]=[CH:40][CH:39]=2)[CH:25]=1)([CH3:15])([CH3:13])[CH3:14]. Procedure: The present invention is directed to an improved method for preparing 4-fluoro-3-piperidin-4-yl-benzyl)-carbamic acid tert-butyl ester (I); more particularly, to its synthesis in three steps. The first step comprises a boronic acid formation by treatment of (4-fluoro-benzyl)-carbamic acid tert-butyl ester under boronation conditions. The second step involves reacting the resultant 5-((tert-butoxycarbonyl)aminomethyl)-2-fluorobenzeneboronic acid of the first step with a 4-halo-pyridine such as 4-... Starting materials: CCOC(=O)CCC1CSC(c2cc3cc(C)cc(NC4CCCC4)c3[nH]2)=N1, CO, Cl, [Na+], C1CCOC1, [OH-]. Yields the product Cc1cc(NC2CCCC2)c2[nH]c(C3=NC(CCC(=O)O)CS3)cc2c1. Reaction SMILES: [CH2:1]([CH3:2])[O:3][C:4]([CH2:5][CH2:6][CH:7]1[N:8]=[C:9]([c:12]2[nH:13][c:14]3[c:15]([NH:22][CH:23]4[CH2:24][CH2:25][CH2:26][CH2:27]4)[cH:16][c:17]([CH3:21])[cH:18][c:19]3[cH:20]2)[S:10][CH2:11]1)=[O:28].[CH3:37][OH:38].[ClH:31].[Na+:30].[O:32]1[CH2:33][CH2:34][CH2:35][CH2:36]1.[OH-:29]>>[O:3]=[C:4]([CH2:5][CH2:6][CH:7]1[N:8]=[C:9]([c:12]2[nH:13][c:14]3[c:15]([NH:22][CH:23]4[CH2:24][CH2:25][CH2:26][CH2:27]4)[cH:16][c:17]([CH3:21])[cH:18][c:19]3[cH:20]2)[S:10][CH2:11]1)[OH:28]. The reactants are CC1(c2ccc3c(-c4ccc(Cl)cc4)c(OC4CCC(C(C)(C)C)CC4)ccc3c2)COC(=O)N1, CC(N)(CO)c1ccc2c(-c3ccc(OC(F)(F)F)cc3)c(OC3CCC(C(C)(C)C)CC3)ccc2c1. The product is CC(N)(CO)c1ccc2c(-c3ccc(Cl)cc3)c(OC3CCC(C(C)(C)C)CC3)ccc2c1. As a reaction SMILES: [C:38]([CH3:39])([CH3:40])([CH3:41])[CH:42]1[CH2:43][CH2:44][CH:45]([O:48][c:49]2[c:50](-[c:66]3[cH:67][cH:68][c:69]([Cl:72])[cH:70][cH:71]3)[c:51]3[cH:52][cH:53][c:54]([C:59]4([CH3:65])[NH:60][C:61](=[O:64])[O:62][CH2:63]4)[cH:55][c:56]3[cH:57][cH:58]2)[CH2:46][CH2:47]1.[NH2:1][C:2]([c:3]1[cH:4][cH:5][c:6]2[c:7]([cH:8][cH:9][c:10]([O:11][CH:12]3[CH2:13][CH2:14][CH:15]([C:16]([CH3:17])([CH3:18])[CH3:19])[CH2:20][CH2:21]3)[c:22]2-[c:23]2[cH:24][cH:25][c:26]([O:27][C:28]([F:29])([F:30])[F:31])[cH:32][cH:33]2)[cH:34]1)([CH3:35])[CH2:36][OH:37]>>[C:38]([CH3:39])([CH3:40])([CH3:41])[CH:42]1[CH2:43][CH2:44][CH:45]([O:48][c:49]2[c:50](-[c:66]3[cH:67][cH:68][c:69]([Cl:72])[cH:70][cH:71]3)[c:51]3[cH:52][cH:53][c:54]([C:59]([NH2:60])([CH2:63][OH:62])[CH3:65])[cH:55][c:56]3[cH:57][cH:58]2)[CH2:46][CH2:47]1. The reactants are CC(C)(C)N(C(=O)[O-])C1(c2nc(C3CC(c4ccc(C(F)(F)F)cc4)CN(C(=O)N4CCOCC4)C3)no2)CC1, Cl, C1COCCO1. Yields the product Cl, NC1(c2nc(C3CC(c4ccc(C(F)(F)F)cc4)CN(C(=O)N4CCOCC4)C3)no2)CC1. Reaction SMILES: [C:2]([N:6]([C:3](=[O:4])[O-:5])[C:10]1([c:13]2[n:14][c:15]([CH:18]3[CH2:19][N:20]([C:34](=[O:35])[N:36]4[CH2:37][CH2:38][O:39][CH2:40][CH2:41]4)[CH2:21][CH:22]([c:24]4[cH:25][cH:26][c:27]([C:30]([F:31])([F:32])[F:33])[cH:28][cH:29]4)[CH2:23]3)[n:16][o:17]2)[CH2:11][CH2:12]1)([CH3:7])([CH3:8])[CH3:9].[ClH:1].[O:42]1[CH2:43][CH2:44][O:45][CH2:46][CH2:47]1>>[ClH:1].[NH2:6][C:10]1([c:13]2[n:14][c:15]([CH:18]3[CH2:19][N:20]([C:34](=[O:35])[N:36]4[CH2:37][CH2:38][O:39][CH2:40][CH2:41]4)[CH2:21][CH:22]([c:24]4[cH:25][cH:26][c:27]([C:30]([F:31])([F:32])[F:33])[cH:28][cH:29]4)[CH2:23]3)[n:16][o:17]2)[CH2:11][CH2:12]1.